From a dataset of the Open Reaction Database (ORD), a public repository of structured organic reaction records. describe an organic reaction: reactants, conditions, products, and yield Reactants: CC(C)Oc1ccc(-c2nc(-c3cccc4c(CCC(=O)OC(C)(C)C)c[nH]c34)no2)cc1C#N, ClCCl, O=C(O)C(F)(F)F. Product: CC(C)Oc1ccc(-c2nc(-c3cccc4c(CCC(=O)O)c[nH]c34)no2)cc1C#N. As a reaction SMILES: [C:8](#[N:9])[c:10]1[cH:11][c:12](-[c:20]2[n:21][c:22](-[c:25]3[cH:26][cH:27][cH:28][c:29]4[c:30]([CH2:34][CH2:35][C:36](=[O:37])[O:38][C:39]([CH3:40])([CH3:41])[CH3:42])[cH:31][nH:32][c:33]34)[n:23][o:24]2)[cH:13][cH:14][c:15]1[O:16][CH:17]([CH3:18])[CH3:19].[Cl:43][CH2:44][Cl:45].[OH:1][C:2]([C:3]([F:4])([F:5])[F:6])=[O:7]>>[C:8](#[N:9])[c:10]1[cH:11][c:12](-[c:20]2[n:21][c:22](-[c:25]3[cH:26][cH:27][cH:28][c:29]4[c:30]([CH2:34][CH2:35][C:36](=[O:37])[OH:38])[cH:31][nH:32][c:33]34)[n:23][o:24]2)[cH:13][cH:14][c:15]1[O:16][CH:17]([CH3:18])[CH3:19]. The reactants are Montmorillonite, OOS(=O)[O-].[K+] (oxone), C(Cl)Cl (DCM), C(Cl)Cl (DCM), FC=1C=CC=C2C=C(C(=NC12)C1=C(C=CC=C1)SC)[C@H](C)N1C(C2=CC=CC=C2C1=O)=O (2-((1S)-1-(8-fluoro-2-(2-(methylthio)-phenyl)quinolin-3-yl)ethyl)isoindoline-1,3-dione). Reaction conditions: time 72 hour. The product is FC=1C=CC=C2C=C(C(=NC12)C1=C(C=CC=C1)S(=O)(=O)C)[C@H](C)N1C(C2=CC=CC=C2C1=O)=O (2-((1S)-1-(8-fluoro-2-(2-(methylsulfonyl)phenyl)-3-quinolinyl)ethyl)-1H-isoindole-1,3(2H)-dione). The yield is 97.0%. RXN SMILES: O[O:2][S:3]([O-:5])=O.[K+].[F:7][C:8]1[CH:9]=[CH:10][CH:11]=[C:12]2[C:17]=1[N:16]=[C:15]([C:18]1[CH:23]=[CH:22][CH:21]=[CH:20][C:19]=1SC)[C:14]([C@@H:26]([N:28]1[C:36](=[O:37])[C:35]3[C:30](=[CH:31][CH:32]=[CH:33][CH:34]=3)[C:29]1=[O:38])[CH3:27])=[CH:13]2.[CH2:39](Cl)Cl>>[F:7][C:8]1[CH:9]=[CH:10][CH:11]=[C:12]2[C:17]=1[N:16]=[C:15]([C:18]1[CH:23]=[CH:22][CH:21]=[CH:20][C:19]=1[S:3]([CH3:39])(=[O:5])=[O:2])[C:14]([C@@H:26]([N:28]1[C:36](=[O:37])[C:35]3[C:30](=[CH:31][CH:32]=[CH:33][CH:34]=3)[C:29]1=[O:38])[CH3:27])=[CH:13]2 |f:0.1|. Reported procedure: To 70 mL of DCM was added 13.56 g (1.2 g/1 mmol of substrate) of wet Montmorillonite (˜0.2 g H2O/1 g of clay), and oxone (17.37 g, 28.2 mmol)1. To this suspension was added a solution of 2-((1S)-1-(8-fluoro-2-(2-(methylthio)-phenyl)quinolin-3-yl)ethyl)isoindoline-1,3-dione (5.0 g, 11.3 mmol) dissolved in DCM (10 mL). The slurry was stirred at rt for 72 h and then filtered through a fritted funnel. The solids were washed with DCM (˜600 mL) and the filtrates were concentrated under vacuum to give ...